This data is from the Open Reaction Database (ORD), a public repository of structured organic reaction records. The task is: describe an organic reaction: reactants, conditions, products, and yield Product: CC(C)CC(NC(=O)OC(C)(C)C)C(=O)NC1CCC2CN(Cc3cccc(C(F)(F)F)c3)CC21. RXN SMILES: [C:1]([CH3:2])([CH3:3])([CH3:4])[O:5][C:6](=[O:7])[NH:8][CH:9]([CH2:10][CH:11]([CH3:12])[CH3:13])[C:14](=[O:15])[OH:16].[Cl:47][CH2:48][Cl:49].[F:27][C:28]([c:29]1[cH:30][c:31]([CH2:32][N:33]2[CH2:34][CH:35]3[CH:36]([CH2:37]2)[CH:38]([NH2:41])[CH2:39][CH2:40]3)[cH:42][cH:43][cH:44]1)([F:45])[F:46].[OH:17][c:18]1[c:19]2[n:20][n:21][nH:22][c:23]2[cH:24][cH:25][cH:26]1>>[C:1]([CH3:2])([CH3:3])([CH3:4])[O:5][C:6](=[O:7])[NH:8][CH:9]([CH2:10][CH:11]([CH3:12])[CH3:13])[C:14](=[O:16])[NH:41][CH:38]1[CH:36]2[CH:35]([CH2:34][N:33]([CH2:32][c:31]3[cH:30][c:29]([C:28]([F:27])([F:45])[F:46])[cH:44][cH:43][cH:42]3)[CH2:37]2)[CH2:40][CH2:39]1. Reactants: CC(C)CC(NC(=O)OC(C)(C)C)C(=O)O, ClCCl, NC1CCC2CN(Cc3cccc(C(F)(F)F)c3)CC12, Oc1cccc2[nH]nnc12. Starting materials: [BH4-], CO, Cc1c(C)c2c(c(C)c1O)C(=O)C(=CCl)C1(CCC1)O2, [Na+], Cc1c(C)c2c(c(C)c1O)C(=O)C(C)C1(CCC1)O2. Yields the product Cc1c(C)c2c(c(C)c1O)C(O)C(C)C1(CCC1)O2. As a reaction SMILES: [BH4-:40].[CH3:42][OH:43].[Cl:20][CH:21]=[C:22]1[C:23](=[O:24])[c:25]2[c:26]([c:27]([CH3:28])[c:29]([CH3:30])[c:31]([OH:32])[c:33]2[CH3:34])[O:35][C:36]12[CH2:37][CH2:38][CH2:39]2.[Na+:41].[OH:1][c:2]1[c:3]([CH3:19])[c:4]2[c:9]([c:10]([CH3:13])[c:11]1[CH3:12])[O:8][C:7]1([CH:6]([CH3:17])[C:5]2=[O:18])[CH2:14][CH2:15][CH2:16]1>>[OH:1][c:2]1[c:3]([CH3:19])[c:4]2[c:9]([c:10]([CH3:13])[c:11]1[CH3:12])[O:8][C:7]1([CH:6]([CH3:17])[CH:5]2[OH:18])[CH2:14][CH2:15][CH2:16]1. Starting materials: CC(=O)O (AcOH), N1CCCCC1 (Piperidine), COC1=C(C=C(C=O)C=C1)OCC#CC (4-methoxy-3-(but-2-ynyl)oxybenzaldehyde), C(=O)(O)CC(=O)NC1=C(C(=O)O)C=CC=C1 (2-[(carboxyacetyl)amino]benzoic acid). The solvent is C1(=CC=CC=C1)C (toluene). The product is C(C#CC)OC=1C=C(C=CC1OC)/C=C/C(=O)NC1=C(C(=O)O)C=CC=C1 ((E)-2-{[3-(3-(But-2-ynyloxy)-4-methoxyphenyl)-1-oxo-2-propenyl]amino}benzoic acid). The yield is 69.3%. RXN SMILES: N1CCCCC1.[CH3:7][O:8][C:9]1[CH:16]=[CH:15][C:12]([CH:13]=O)=[CH:11][C:10]=1[O:17][CH2:18][C:19]#[C:20][CH3:21].C([CH2:25][C:26]([NH:28][C:29]1[CH:37]=[CH:36][CH:35]=[CH:34][C:30]=1[C:31]([OH:33])=[O:32])=[O:27])(O)=O.CC(O)=O>C1(C)C=CC=CC=1>[CH2:18]([O:17][C:10]1[CH:11]=[C:12](/[CH:13]=[CH:25]/[C:26]([NH:28][C:29]2[CH:37]=[CH:36][CH:35]=[CH:34][C:30]=2[C:31]([OH:33])=[O:32])=[O:27])[CH:15]=[CH:16][C:9]=1[O:8][CH3:7])[C:19]#[C:20][CH3:21]. Procedure details: Piperidine (0.35 mL, 3.5 mmol) was added to a suspension of 4-methoxy-3-(but-2-ynyl)oxybenzaldehyde (0.72 g, 3.5 mmol) and 2-[(carboxyacetyl)amino]benzoic acid (0.72 g, 3.2 mmol) in toluene (10 mL) and treated according to Procedure 2, acidifying with 20% AcOH. (E)-2-{[3-(3-(But-2-ynyloxy)-4-methoxyphenyl)-1-oxo-2-propenyl]amino}benzoic acid (0.81 g, 69%) was obtained as a yellow crystalline solid; mp 170-171° C.; δH (400 MHz, DMSO-d6) 1.82 (t, J=2.0 Hz, 3H, CH3), 3.80 (s, 3H, OCH3), 4.80 (d, J=... The reactants are BrC1=CC(=CC=C1)C(CBr)(OC)OC (1-bromo-3-(2-bromo-1,1-dimethoxyethyl)benzene), NC1=NC(=C(C(=O)OC(C)(C)C)C(=C1)C)Cl (tert-butyl 6-amino-2-chloro-4-methylnicotinate). Run in ClC1=CC=CC=C1 (chlorobenzene). Reaction conditions: temperature 140 celsius, time 15 minute. Yields the product BrC=1C=C(C=CC1)C=1N=C2N(C(=C(C(=C2)C)C(=O)OC(C)(C)C)Cl)C1 (tert-Butyl 2-(3-bromophenyl)-5-chloro-7-methylimidazo[1,2-a]pyridine-6-carboxylate). The yield is 79.3%. As a reaction SMILES: [Br:1][C:2]1[CH:7]=[CH:6][CH:5]=[C:4]([C:8](OC)(OC)[CH2:9]Br)[CH:3]=1.[NH2:15][C:16]1[CH:28]=[C:27]([CH3:29])[C:19]([C:20]([O:22][C:23]([CH3:26])([CH3:25])[CH3:24])=[O:21])=[C:18]([Cl:30])[N:17]=1>ClC1C=CC=CC=1>[Br:1][C:2]1[CH:3]=[C:4]([C:8]2[N:15]=[C:16]3[CH:28]=[C:27]([CH3:29])[C:19]([C:20]([O:22][C:23]([CH3:25])([CH3:24])[CH3:26])=[O:21])=[C:18]([Cl:30])[N:17]3[CH:9]=2)[CH:5]=[CH:6][CH:7]=1. Reported procedure: A flask charged with chlorobenzene (300 ml) was heated to reflux (140° C. oil bath) and to this was added sequentially 1-bromo-3-(2-bromo-1,1-dimethoxyethyl)benzene (56.05 g, 173 mmol) as an oil, and tert-butyl 6-amino-2-chloro-4-methylnicotinate (33.91 g, 140 mmol) as a powder, rinsing both with additional chlorobenzene (70 mL total) to facilitate transfer. The reaction was returned to reflux and heated for 90 min, then cooled and poured slowly into vigorously stirred Et2O (1500 mL). The result...